The task is: describe an organic reaction: reactants, conditions, products, and yield. This data is from the Open Reaction Database (ORD), a public repository of structured organic reaction records. Reactants: C1CCNC1, CCCCCC, [Cl-], [Cl-], [Cl-], [Cl-], [Ti+4], O=C1CCC(c2ccccc2)CC1. Product: C1=C(N2CCCC2)CCC(c2ccccc2)C1. As a reaction SMILES: [CH2:1]1[CH2:2][CH2:3][NH:4][CH2:5]1.[CH3:19][CH2:20][CH2:21][CH2:22][CH2:23][CH3:24].[Cl-:25].[Cl-:26].[Cl-:27].[Cl-:28].[Ti+4:29].[c:6]1([CH:12]2[CH2:13][CH2:14][C:15](=[O:18])[CH2:16][CH2:17]2)[cH:7][cH:8][cH:9][cH:10][cH:11]1>>[CH2:1]1[CH2:2][CH2:3][N:4]([C:15]2=[CH:14][CH2:13][CH:12]([c:6]3[cH:7][cH:8][cH:9][cH:10][cH:11]3)[CH2:17][CH2:16]2)[CH2:5]1. Starting materials: CC(C)C1=C(C(=CC=C1)C(C)C)CC(=O)C=1C(=C(C(=CC1)C(C)C)OS(N)(=O)=O)C(C)C (Sulfamic acid[[2,6-bis(1-methylethyl)phenyl]-acetyl]-2,6-bis(1-methylethyl)phenyl ester), C(C)(C)C1=C(C(=CC=C1)C(C)C)CC(=O)O (2,6-diisopropylphenylacetic acid), C1(=CC=CC=C1)C(C(=O)O)C1=CC=CC=C1 (diphenylacetic acid). Product: C1(=CC=CC=C1)C(C(=O)C=1C(=C(C(=CC1)C(C)C)OS(N)(=O)=O)C(C)C)C1=CC=CC=C1 (sulfamic acid(diphenylacetyl)-2,6-bis(1-methylethyl)phenyl ester). Reaction SMILES: CC([C:4]1[CH:9]=[CH:8][CH:7]=[C:6](C(C)C)[C:5]=1[CH2:13][C:14]([C:16]1[C:17]([CH:30]([CH3:32])[CH3:31])=[C:18]([O:25][S:26](=[O:29])(=[O:28])[NH2:27])[C:19]([CH:22]([CH3:24])[CH3:23])=[CH:20][CH:21]=1)=[O:15])C.C([C:36]1[CH:41]=[CH:40][CH:39]=[C:38](C(C)C)[C:37]=1CC(O)=O)(C)C.C1(C(C2C=CC=CC=2)C(O)=O)C=CC=CC=1>>[C:5]1([CH:13]([C:36]2[CH:41]=[CH:40][CH:39]=[CH:38][CH:37]=2)[C:14]([C:16]2[C:17]([CH:30]([CH3:32])[CH3:31])=[C:18]([O:25][S:26](=[O:29])(=[O:28])[NH2:27])[C:19]([CH:22]([CH3:24])[CH3:23])=[CH:20][CH:21]=2)=[O:15])[CH:6]=[CH:7][CH:8]=[CH:9][CH:4]=1. Procedure details: This compound was prepared in the same manner as for the title compound of Example 1, except that 2,6-diisopropylphenylacetic acid was replaced with diphenylacetic acid, mp 164°-166° C. The reactants are OC=1C=C(C=CC1O)SC(N)=N (S-(3,4-dihydroxyphenyl)-isothiourea), S(=O)(=O)(OCC(CC)C)C1=CC=C(C)C=C1 (2-methylbutyl tosylate), C[O-].[Na+] (sodium methoxide), [Na] (sodium). Run in CO (methanol), CO (methanol), CO (methanol), CO (methanol). Product: CC(CSC=1C=C(C(O)=CC1)O)CC (4-(2-methylbutylthio)-catechol). RXN SMILES: [OH:1][C:2]1[CH:3]=[C:4]([S:9][C:10](=N)N)[CH:5]=[CH:6][C:7]=1[OH:8].C[O-].[Na+].[Na].S(C1C=CC(C)=CC=1)(O[CH2:21][CH:22](C)[CH2:23][CH3:24])(=O)=O>CO>[CH3:21][CH:22]([CH2:23][CH3:24])[CH2:10][S:9][C:4]1[CH:3]=[C:2]([OH:1])[C:7](=[CH:6][CH:5]=1)[OH:8] |f:1.2,^1:15|. Procedure: 22 g (0.1 mole) of S-(3,4-dihydroxyphenyl)-isothiourea were dissolved in 50 ml of anhydrous methanol in a 1 litre flask equipped with a magnetic stirrer and under a nitrogen flow. The solution was heated and a solution of sodium methoxide containing 9.2 g of sodium (4 equivalents) in 150 ml of anhydrous methanol was added. 24.2 g (0.1 mole) of 2-methylbutyl tosylate in solution in 50 ml of methanol were poured into the reaction mixture at the boiling point of methanol. Starting materials: CC1(C)NCc2cc(Br)cnc2NC1=O, CCC#N, C=CC(=O)N(C)Cc1cccc(OC)c1OCCC, CCOCC, CCOC(C)=O, CC(=O)[O-], CC(=O)[O-], CN(C)C=O, [Pd+2]. Product: CCCOc1c(CN(C)C(=O)C=Cc2cnc3c(c2)CNC(C)(C)C(=O)N3)cccc1OC. As a reaction SMILES: [Br:1][c:2]1[cH:3][c:4]2[c:5]([n:14][cH:15]1)[NH:6][C:7](=[O:13])[C:8]([CH3:11])([CH3:12])[NH:9][CH2:10]2.[C:35](#[N:36])[CH2:37][CH3:38].[CH3:16][O:17][c:18]1[c:19]([O:31][CH2:32][CH2:33][CH3:34])[c:20]([CH2:21][N:22]([C:23]([CH:24]=[CH2:25])=[O:26])[CH3:27])[cH:28][cH:29][cH:30]1.[CH3:44][CH2:45][O:46][CH2:47][CH3:48].[CH3:49][CH2:50][O:51][C:52]([CH3:53])=[O:54].[O-:56][C:57]([CH3:58])=[O:59].[O-:60][C:61]([CH3:62])=[O:63].[O:39]=[CH:40][N:41]([CH3:42])[CH3:43].[Pd+2:55]>>[c:2]1([CH:25]=[CH:24][C:23]([N:22]([CH2:21][c:20]2[c:19]([O:31][CH2:32][CH2:33][CH3:34])[c:18]([O:17][CH3:16])[cH:30][cH:29][cH:28]2)[CH3:27])=[O:26])[cH:3][c:4]2[c:5]([n:14][cH:15]1)[NH:6][C:7](=[O:13])[C:8]([CH3:11])([CH3:12])[NH:9][CH2:10]2.